Task: describe an organic reaction: reactants, conditions, products, and yield. Dataset: the Open Reaction Database (ORD), a public repository of structured organic reaction records The reactants are P(=O)(Cl)(Cl)Cl (phosphorus oxychloride), solution, C(C1=CC=CC=C1)OC(CO)COCCCCCCCCCCCCCCCC (2-benzyloxy-3-hexadecyloxy-1-propanol), N1=CC=CC=C1 (pyridine), C1(=CC=C(C=C1)S(=O)(=O)[O-])C.C[N+]1(C(CCC1)CO)C (1,1-dimethyl-2-hydroxymethylpyrrolidinium p-toluenesulfonate), C(O)([O-])=O.[Na+] (sodium hydrogencarbonate). Solvent: C(Cl)(Cl)Cl (chloroform), C(C)N(CC)CC (triethylamine), O (water), C(Cl)(Cl)Cl (chloroform). Yields the product P(=O)(OCC(COCCCCCCCCCCCCCCCC)OCC1=CC=CC=C1)(OC=C1[N+](CCC1)(C)C)[O-] (2-Benzyloxy-3-hexadecyloxypropyl 1,1-dimethylpyrrolidinio-2-ylmethyl phosphate). Reaction SMILES: [CH2:1]([O:8][CH:9]([CH2:12][O:13][CH2:14][CH2:15][CH2:16][CH2:17][CH2:18][CH2:19][CH2:20][CH2:21][CH2:22][CH2:23][CH2:24][CH2:25][CH2:26][CH2:27][CH2:28][CH3:29])[CH2:10][OH:11])[C:2]1[CH:7]=[CH:6][CH:5]=[CH:4][CH:3]=1.C1(C)C=CC(S([O-])(=O)=O)=CC=1.[CH3:41][N+:42]1([CH3:49])[CH2:46][CH2:45][CH2:44][CH:43]1[CH2:47][OH:48].N1C=CC=CC=1.C(=O)([O-])[OH:57].[Na+].[P:61](Cl)(Cl)(Cl)=[O:62]>C(Cl)(Cl)Cl.C(N(CC)CC)C.O>[P:61]([O-:62])([O:48][CH:47]=[C:43]1[CH2:44][CH2:45][CH2:46][N+:42]1([CH3:49])[CH3:41])([O:11][CH2:10][CH:9]([O:8][CH2:1][C:2]1[CH:7]=[CH:6][CH:5]=[CH:4][CH:3]=1)[CH2:12][O:13][CH2:14][CH2:15][CH2:16][CH2:17][CH2:18][CH2:19][CH2:20][CH2:21][CH2:22][CH2:23][CH2:24][CH2:25][CH2:26][CH2:27][CH2:28][CH3:29])=[O:57] |f:1.2,4.5|. Procedure: In 3 ml of chloroform was dissolved 0.12 ml of phosphorus oxychloride and 0.35 ml of triethylamine under nitrogen atmosphere, and the resulting solution was stirred for a while at room temperature. To the solution was dropwise added under chilling 3 ml of a solution of 407 mg of 2-benzyloxy-3-hexadecyloxy-1-propanol in chloroform. After the addition was complete, the mixture was stirred for 30 minutes at room temperature, and to the mixture were added 452 mg of 1,1-dimethyl-2-hydroxymethylpyrrol... The reactants are FC=1C=C(C=CC1F)[N+](=O)[O-] (3,4-difluoronitrobenzene), [H-].[Na+] (sodium hydride), N1C=CC2=CC=CC=C12 (indole). The solvent is C(C)(=O)OCC (ethyl acetate), C1CCOC1 (THF), C1CCOC1 (THF). Reaction conditions: time 15 minute. Yields the product FC=1C=C(C=CC1N1C=CC2=CC=CC=C12)[N+](=O)[O-] (3-Fluoro-4-(1H-indol-1-yl)nitrobenzene). The yield is 50.5%. As a reaction SMILES: [H-].[Na+].[NH:3]1[C:11]2[C:6](=[CH:7][CH:8]=[CH:9][CH:10]=2)[CH:5]=[CH:4]1.[F:12][C:13]1[CH:14]=[C:15]([N+:20]([O-:22])=[O:21])[CH:16]=[CH:17][C:18]=1F>C1COCC1.C(OCC)(=O)C>[F:12][C:13]1[CH:14]=[C:15]([N+:20]([O-:22])=[O:21])[CH:16]=[CH:17][C:18]=1[N:3]1[C:11]2[C:6](=[CH:7][CH:8]=[CH:9][CH:10]=2)[CH:5]=[CH:4]1 |f:0.1|. Procedure: A slurry of 334 mg (374 mg of 60% in oil, 9.35 mmol) of sodium hydride in 5 mL THF was treated with a solution of 1.0 g (8.5 mmol) of indole in 5 mL THF, followed by stirring at ambient temperature for 15 min. The solution was then treated with 1.35 g (8.5 mmol) of 3,4-difluoronitrobenzene. The solution was stirred at ambient temperature for 48 h, followed by concentration in vacuo to afford brown oil which was dissolved in ethyl acetate and washed with water. Drying (Na2SO4) and concentration i...